From a dataset of the Open Reaction Database (ORD), a public repository of structured organic reaction records. describe an organic reaction: reactants, conditions, products, and yield Starting materials: ice water, ClC=1C(=NC(=CC1)OC1=CC(=CC=C1)C(F)(F)F)C#N (3-chloro-2-cyano-6-[3-(trifluoromethyl)phenoxy] pyridine), C([O-])([O-])=O.[Na+].[Na+] (sodium carbonate). Reaction SMILES: [Cl:1][C:2]1[C:3](C#N)=[N:4][C:5]([O:8][C:9]2[CH:14]=[CH:13][CH:12]=[C:11]([C:15]([F:18])([F:17])[F:16])[CH:10]=2)=[CH:6][CH:7]=1.[C:21](=[O:24])([O-])[O-:22].[Na+].[Na+]>S(=O)(=O)(O)O>[Cl:1][C:2]1[C:3]([C:21]([OH:22])=[O:24])=[N:4][C:5]([O:8][C:9]2[CH:14]=[CH:13][CH:12]=[C:11]([C:15]([F:17])([F:16])[F:18])[CH:10]=2)=[CH:6][CH:7]=1 |f:1.2.3|. Reported procedure: 3-chloro-2-cyano-6-[3-(trifluoromethyl)phenoxy] pyridine (2.58 g, 0.086 mol) was dissolved in 30 ml of 90% sulfuric acid. The obtained solution was heated and stirred at 120° C. for 1.5 hours. Thereafter, the obtained reaction solution was poured into ice water, and then treated with sodium carbonate to form a weakly-acidic solution, thereby precipitating solids. The precipitated solids were filtered out, washed with water and then dried. Conditions: temperature 120 celsius, time 1.5 hour. Yields the product ClC=1C(=NC(=CC1)OC1=CC(=CC=C1)C(F)(F)F)C(=O)O (3-chloro-6-[3-(trifluoromethyl)phenoxy] picolinic acid). The solvent is S(O)(O)(=O)=O (sulfuric acid).